describe an organic reaction: reactants, conditions, products, and yield From a dataset of the Open Reaction Database (ORD), a public repository of structured organic reaction records. The reactants are CO[C@@H]1O[C@@H]([C@@H]2[C@H]1OC(O2)(C)C)C2=NN=CN2CC2=CC=CC=C2 (3-[(3aR,4R,6R,6aR)-6-methoxy-2,2-dimethyltetrahydrofuro[3,4-d][1,3]dioxol-4-yl]-4-benzyl-4H-1,2,4-triazole). The reagents and catalysts are [Pd] (palladium black), [Pd] (palladium black). Solvent: C(C)(=O)OCC (ethyl acetate), C(C)O (ethanol). Reaction conditions: time 24 hour. The product is CO[C@@H]1O[C@@H]([C@@H]2[C@H]1OC(O2)(C)C)C2=NN=CN2 (3-[(3aR,4R,6R,6aR)-6-Methoxy-2,2-dimethyltetrahydrofuro[3,4-d][1,3]dioxol-4-yl]-4H-1,2,4-triazole). Isolated yield 92.1%. Reaction SMILES: [CH3:1][O:2][C@H:3]1[C@@H:7]2[O:8][C:9]([CH3:12])([CH3:11])[O:10][C@@H:6]2[C@@H:5]([C:13]2[N:17](CC3C=CC=CC=3)[CH:16]=[N:15][N:14]=2)[O:4]1>C(OCC)(=O)C.C(O)C.[Pd]>[CH3:1][O:2][C@H:3]1[C@@H:7]2[O:8][C:9]([CH3:12])([CH3:11])[O:10][C@@H:6]2[C@@H:5]([C:13]2[NH:17][CH:16]=[N:15][N:14]=2)[O:4]1. Procedure details: A solution of 3-[(3aR,4R,6R,6aR)-6-methoxy-2,2-dimethyltetrahydrofuro[3,4-d][1,3]dioxol-4-yl]-4-benzyl-4H-1,2,4-triazole (Preparation 19) (1.5 g, 4.5 mmol) in ethyl acetate (45 ml) and ethanol (5 ml) was hydrogenated over palladium black (0.4 g) at 2758 kPa (400 p.s.i) and 100 □C. for 24 hours. Additional palladium black (0.2 g) was then added and hydrogenation was continued for a further 72 hours. The catalyst was removed by filtration and the filtrate was evaporated under reduced pressure to g... Reactants: C1(=CC=CC=C1)C1=NN2C(C=CC=C2)=C1C=O (2-phenylpyrazolo[1,5-a]pyridine-3-carbaldehyde), S1C(=S)NC(=O)C1 (rhodanine), C(C)(=O)[O-].[Na+] (sodium acetate), C(C)(=O)O (acetic acid). The solvent is C(C)(=O)OCC (ethyl acetate), O (Water). Product: C1(=CC=CC=C1)C1=NN2C(C=CC=C2)=C1C=C1C(NC(S1)=S)=O (5-(2-phenylpyrazolo[1,5-a]pyridine-3-yl)methylenerhodanine). Isolated yield 86.9%. As a reaction SMILES: [C:1]1([C:7]2[C:15]([CH:16]=O)=[C:10]3[CH:11]=[CH:12][CH:13]=[CH:14][N:9]3[N:8]=2)[CH:6]=[CH:5][CH:4]=[CH:3][CH:2]=1.[S:18]1[CH2:24][C:22](=[O:23])[NH:21][C:19]1=[S:20].C([O-])(=O)C.[Na+].C(O)(=O)C>C(OCC)(=O)C.O>[C:1]1([C:7]2[C:15]([CH:16]=[C:24]3[S:18][C:19](=[S:20])[NH:21][C:22]3=[O:23])=[C:10]3[CH:11]=[CH:12][CH:13]=[CH:14][N:9]3[N:8]=2)[CH:2]=[CH:3][CH:4]=[CH:5][CH:6]=1 |f:2.3|. Procedure details: A mixture of 2-phenylpyrazolo[1,5-a]pyridine-3-carbaldehyde (15.0 g), rhodanine (9.44 g), sodium acetate (16.6 g) and glacial acetic acid (90 ml) was refluxed for 10 hours. Water (200 ml) and ethyl acetate (90 ml) were added to the reaction mixture and the resulting precipitates were collected by filtration to give 5-(2-phenylpyrazolo[1,5-a]pyridine-3-yl)methylenerhodanine (cis and trans mixture) (19.8 g). Reactants: CCOC(C)=O, C1CCC2=NCCCN2CC1, CCOC(C)=O, CCCCCC, C1COCCO1, O, CC(C)C(CO)NC(=O)OCc1ccccc1, [N-]=[N+]=NP(=O)(c1ccccc1)c1ccccc1. Product: CC(C)C(CN=[N+]=[N-])NC(=O)OCc1ccccc1. Reaction SMILES: [C:58]([O:59][CH2:60][CH3:61])(=[O:62])[CH3:63].[CH2:35]1[CH2:36][CH2:37][C:38]2=[N:43][CH2:42][CH2:41][CH2:40][N:39]2[CH2:44][CH2:45]1.[CH3:46][CH2:47][O:48][C:49](=[O:50])[CH3:51].[CH3:64][CH2:65][CH2:66][CH2:67][CH2:68][CH3:69].[O:52]1[CH2:53][CH2:54][O:55][CH2:56][CH2:57]1.[OH2:70].[OH:1][CH2:2][CH:3]([CH:4]([CH3:5])[CH3:6])[NH:7][C:8]([O:9][CH2:10][c:11]1[cH:12][cH:13][cH:14][cH:15][cH:16]1)=[O:17].[c:18]1([P:19]([c:20]2[cH:21][cH:22][cH:23][cH:24][cH:25]2)(=[O:26])[N:32]=[N+:33]=[N-:34])[cH:27][cH:28][cH:29][cH:30][cH:31]1>>[CH2:2]([CH:3]([CH:4]([CH3:5])[CH3:6])[NH:7][C:8]([O:9][CH2:10][c:11]1[cH:12][cH:13][cH:14][cH:15][cH:16]1)=[O:17])[N:32]=[N+:33]=[N-:34].